Dataset: the Open Reaction Database (ORD), a public repository of structured organic reaction records. Task: describe an organic reaction: reactants, conditions, products, and yield Reactants: C(=O)([O-])[O-].[K+].[K+] (K2CO3), BrC[C@H](CO)C ((S)-3-Bromo-2-methylpropan-1-ol), CC1(OB(OC1(C)C)C1=CC=C(C=C1)O)C (4-(4,4,5,5-tetramethyl-[1,3,2]dioxaborolan-2-yl)-phenol). Run in CC#N (CH3CN). Reaction conditions: temperature 72 celsius. Yields the product C[C@@H](CO)COC1=CC=C(C=C1)B1OC(C(O1)(C)C)(C)C ((S)-2-Methyl-3-[4-(4,4,5,5-tetramethyl-[1,3,2]dioxaborolan-2-yl)-phenoxy]-propan-1-ol). The yield is 64.7%. As a reaction SMILES: Br[CH2:2][C@@H:3]([CH3:6])[CH2:4][OH:5].C([O-])([O-])=O.[K+].[K+].[CH3:13][C:14]1([CH3:28])[C:18]([CH3:20])([CH3:19])[O:17][B:16]([C:21]2[CH:26]=[CH:25][C:24]([OH:27])=[CH:23][CH:22]=2)[O:15]1>CC#N>[CH3:6][C@H:3]([CH2:2][O:27][C:24]1[CH:23]=[CH:22][C:21]([B:16]2[O:17][C:18]([CH3:20])([CH3:19])[C:14]([CH3:28])([CH3:13])[O:15]2)=[CH:26][CH:25]=1)[CH2:4][OH:5] |f:1.2.3|. Procedure: (S)-3-Bromo-2-methylpropan-1-ol (6.2 g, 40 mmol) was dissolved in dry CH3CN (100 mL) and dry, pulverized K2CO3 (10.4 g, 75 mmol) was introduced followed by 4-(4,4,5,5-tetramethyl-[1,3,2]dioxaborolan-2-yl)-phenol (11.0 g, 50 mmol). The reaction mixture was heated at 72° C. for 20 h, cooled and filtered. The filtrate was evaporated to an oil, which was applied to a column of silica gel. Elution initially with hexanes, gradually increasing polarity to a mixture of hexanes/ethyl acetate (3:2) as elu... Reactants: CN(C(OC(C)(C)C)=O)CC1CCOCC1 (tert-butyl N-methyl-N-(4-tetrahydropyranylmethyl)carbamate), Cl.C(C)(=O)OCC (HCl ethyl acetate). Solvent: C(C)(=O)OCC (ethyl acetate). Run at time 1.5 hour. Product: Cl.CNCC1CCOCC1 (N-methyl-N-(4-tetrahydropyranylmethyl)amine monohydrochloride). Isolated yield 82.0%. As a reaction SMILES: [CH3:1][N:2]([CH2:10][CH:11]1[CH2:16][CH2:15][O:14][CH2:13][CH2:12]1)C(=O)OC(C)(C)C.[ClH:17].C(OCC)(=O)C>C(OCC)(=O)C>[ClH:17].[CH3:1][NH:2][CH2:10][CH:11]1[CH2:16][CH2:15][O:14][CH2:13][CH2:12]1 |f:1.2,4.5|. Reported procedure: To a solution of tert-butyl N-methyl-N-(4-tetrahydropyranylmethyl)carbamate (600 mg, 2.6 mmol) in 4.0 mL of ethyl acetate was added 4 M HCl-ethyl acetate (4 mL). After being stirred at room temperature for 1.5 h, the reaction mixture was concentrated in vacuo, and the residue was rinsed with hexane to obtain the title compound (356 mg, 82%). The reactants are COC(=O)C1COCCC1NS(=O)(=O)C1=CC=C(C=C1)OCC1=CC(=NC2=CC=CC=C12)C (4-[4-(2-methyl-quinolin-4-ylmethoxy)-benzenesulfonylamino]-tetrahydro-pyran-3-carboxylic acid methyl ester), [OH-].[Li+] (lithium hydroxide), Cl (HCl). The solvent is C1CCOC1.CO.O (THF methanol H2O), C(C)(=O)OCC (ethyl acetate). The product is CC1=NC2=CC=CC=C2C(=C1)COC1=CC=C(C=C1)S(=O)(=O)NC1C(COCC1)C(=O)O (4-[4-(2-methyl-quinolin-4-ylmethoxy)-benzenesulfonylamino]-tetrahydro-pyran-3-carboxylic acid), crude solid. Isolated yield 97.0%. Reaction SMILES: C[O:2][C:3]([CH:5]1[CH:10]([NH:11][S:12]([C:15]2[CH:20]=[CH:19][C:18]([O:21][CH2:22][C:23]3[C:32]4[C:27](=[CH:28][CH:29]=[CH:30][CH:31]=4)[N:26]=[C:25]([CH3:33])[CH:24]=3)=[CH:17][CH:16]=2)(=[O:14])=[O:13])[CH2:9][CH2:8][O:7][CH2:6]1)=[O:4].[OH-].[Li+].Cl>C1COCC1.CO.O.C(OCC)(=O)C>[CH3:33][C:25]1[CH:24]=[C:23]([CH2:22][O:21][C:18]2[CH:19]=[CH:20][C:15]([S:12]([NH:11][CH:10]3[CH2:9][CH2:8][O:7][CH2:6][CH:5]3[C:3]([OH:4])=[O:2])(=[O:13])=[O:14])=[CH:16][CH:17]=2)[C:32]2[C:27](=[CH:28][CH:29]=[CH:30][CH:31]=2)[N:26]=1 |f:1.2,4.5.6|. Procedure details: A solution of 4-[4-(2-methyl-quinolin-4-ylmethoxy)-benzenesulfonylamino]-tetrahydro-pyran-3-carboxylic acid methyl ester (0.3 g, 0.64 mmol) and lithium hydroxide (0.153 g, 6.38 mmol) in THF:methanol:H2O (2.5: 1.5:1.5 mL) was stirred at 25° C. for 19 h. The solution was diluted with ethyl acetate (2×30 mL) and the aqueous layer was acidified with 2N HCl to pH ˜2. The aqueous layer was washed with ethyl acetate (3×40 mL). The combined organic layers were dried over MgSO4, filtered and concentrated... The reactants are ClC1=CC=C(OC2=CC(=C(C=C2)O)CC=C)C=C1 (4-(4-chlorophenoxy)-2-(2-propenyl)phenol). The reagents and catalysts are [Pd] (Pd/C). Solvent: C(C)(=O)OCC (ethyl acetate). Yields the product ClC1=CC=C(OC2=CC(=C(C=C2)O)CCC)C=C1 (4-(4-chlorophenoxy)-2-propylphenol). The yield is 99.6%. As a reaction SMILES: [Cl:1][C:2]1[CH:18]=[CH:17][C:5]([O:6][C:7]2[CH:12]=[CH:11][C:10]([OH:13])=[C:9]([CH2:14][CH:15]=[CH2:16])[CH:8]=2)=[CH:4][CH:3]=1>C(OCC)(=O)C.[Pd]>[Cl:1][C:2]1[CH:18]=[CH:17][C:5]([O:6][C:7]2[CH:12]=[CH:11][C:10]([OH:13])=[C:9]([CH2:14][CH2:15][CH3:16])[CH:8]=2)=[CH:4][CH:3]=1. Reported procedure: A mixture of the product from step 4 (15.7 g, 60 mmol) and 10% Pd/C (3.1 g) in ethyl acetate (300 mL) was stirred under hydrogen (1 atm). After the reaction was completed (ca. 30 min), the mixture was filtered through celite and the filtrate was concentrated to give 15.7 g of the title compound as an oil which solidified upon standing.